This data is from the Open Reaction Database (ORD), a public repository of structured organic reaction records. The task is: describe an organic reaction: reactants, conditions, products, and yield Reactants: C(C)(C)(C)C=1C=C(C(=O)OC)C=C(C1)CO (Methyl 3-tert-butyl-5-hydroxymethylbenzoate), BrCCOC (1-bromo-2-methoxyethane). Yields the product C(C)(C)(C)C=1C=C(C(=O)OC)C=C(C1)COCCOC (methyl 3-tert-butyl-5-(2-methoxyethoxymethyl)benzoate). As a reaction SMILES: [C:1]([C:5]1[CH:6]=[C:7]([CH:12]=[C:13]([CH2:15][OH:16])[CH:14]=1)[C:8]([O:10][CH3:11])=[O:9])([CH3:4])([CH3:3])[CH3:2].Br[CH2:18][CH2:19][O:20][CH3:21]>>[C:1]([C:5]1[CH:6]=[C:7]([CH:12]=[C:13]([CH2:15][O:16][CH2:18][CH2:19][O:20][CH3:21])[CH:14]=1)[C:8]([O:10][CH3:11])=[O:9])([CH3:4])([CH3:2])[CH3:3]. Reported procedure: Methyl 3-tert-butyl-5-hydroxymethylbenzoate (6.0 g) was reacted analogously to O5.043 with 1-bromo-2-methoxyethane to give methyl 3-tert-butyl-5-(2-methoxyethoxymethyl)benzoate. The latter was then converted to the title compound analogously to the sequence O4.043 to O2.043. 508 mg of the title compound were obtained. Product: CCCn1c(COCC)nc2c[n+]([O-])c3ccc(O)cc3c21. Starting materials: CCCn1c(COCC)nc2cnc3ccc(O)cc3c21, ClCCl, O=C(OO)c1cccc(Cl)c1. As a reaction SMILES: [CH2:1]([CH3:2])[O:3][CH2:4][c:5]1[n:6]([CH2:19][CH2:20][CH3:21])[c:7]2[c:8]([cH:9][n:10][c:11]3[cH:12][cH:13][c:14]([OH:17])[cH:15][c:16]23)[n:18]1.[Cl:33][CH2:34][Cl:35].[OH:22][O:23][C:24]([c:25]1[cH:26][c:27]([Cl:28])[cH:29][cH:30][cH:31]1)=[O:32]>>[CH2:1]([CH3:2])[O:3][CH2:4][c:5]1[n:6]([CH2:19][CH2:20][CH3:21])[c:7]2[c:8]([cH:9][n+:10]([O-:22])[c:11]3[cH:12][cH:13][c:14]([OH:17])[cH:15][c:16]23)[n:18]1. The reagents and catalysts are C=1C=CC(=CC1)[P](C=2C=CC=CC2)(C=3C=CC=CC3)[Pd]([P](C=4C=CC=CC4)(C=5C=CC=CC5)C=6C=CC=CC6)([P](C=7C=CC=CC7)(C=8C=CC=CC8)C=9C=CC=CC9)[P](C=1C=CC=CC1)(C=1C=CC=CC1)C=1C=CC=CC1 (tetrakis(triphenylphosphine)palladium(0)). Run in COCCOC (1,2-dimethoxyethane). Procedure: To a microwave vial was added 5-bromo-2-([(3,4-difluorophenyl)methyl]oxy)-N-3-pyridinylbenzamide (may be prepared as described in Example 60; 120 mg, 0.29 mmol), 4-pyridinylboronic acid (52.8 mg, 0.43 mmol), tetrakis(triphenylphosphine)palladium(0) (19.85 mg, 0.02 mmol), sodium carbonate (0.57 ml, 0.57 mmol) and 1,2-dimethoxyethane (3 ml). The mixture was sealed and heated to 120° C. for 1 hr under microwave conditions. The 1,2-dimethoxyethane was evaporated under reduced pressure and the residu... Conditions: temperature 120 celsius. The reactants are BrC=1C=CC(=C(C(=O)NC=2C=NC=CC2)C1)OCC1=CC(=C(C=C1)F)F (5-bromo-2-([(3,4-difluorophenyl)methyl]oxy)-N-3-pyridinylbenzamide), N1=CC=C(C=C1)B(O)O (4-pyridinylboronic acid), C([O-])([O-])=O.[Na+].[Na+] (sodium carbonate). Yields the product FC=1C=C(C=CC1F)COC1=C(C(=O)NC=2C=NC=CC2)C=C(C=C1)C1=CC=NC=C1 (2-{[(3,4-Difluorophenyl)methyl]oxy}-N-3-pyridinyl-5-(4-pyridinyl)benzamide). Reaction SMILES: Br[C:2]1[CH:3]=[CH:4][C:5]([O:17][CH2:18][C:19]2[CH:24]=[CH:23][C:22]([F:25])=[C:21]([F:26])[CH:20]=2)=[C:6]([CH:16]=1)[C:7]([NH:9][C:10]1[CH:11]=[N:12][CH:13]=[CH:14][CH:15]=1)=[O:8].[N:27]1[CH:32]=[CH:31][C:30](B(O)O)=[CH:29][CH:28]=1.C(=O)([O-])[O-].[Na+].[Na+]>C1C=CC([P]([Pd]([P](C2C=CC=CC=2)(C2C=CC=CC=2)C2C=CC=CC=2)([P](C2C=CC=CC=2)(C2C=CC=CC=2)C2C=CC=CC=2)[P](C2C=CC=CC=2)(C2C=CC=CC=2)C2C=CC=CC=2)(C2C=CC=CC=2)C2C=CC=CC=2)=CC=1.COCCOC>[F:26][C:21]1[CH:20]=[C:19]([CH2:18][O:17][C:5]2[CH:4]=[CH:3][C:2]([C:30]3[CH:31]=[CH:32][N:27]=[CH:28][CH:29]=3)=[CH:16][C:6]=2[C:7]([NH:9][C:10]2[CH:11]=[N:12][CH:13]=[CH:14][CH:15]=2)=[O:8])[CH:24]=[CH:23][C:22]=1[F:25] |f:2.3.4,^1:45,47,66,85|. The reactants are C(C(=C)C1=CC=CC=C1)(=O)O (atropic acid), CN1CCOCC1 (N-methylmorpholine), C(C1=CC=CC=C1)N (benzylamine), C(C(C)C)OC(=O)Cl (iso-butylchloroformate). The solvent is O1CCCC1 (tetrahydrofuran), CCOCC (ether). Yields the product C1(=CC=CC=C1)C(C(=O)NCC1=CC=CC=C1)=C (2-Phenyl-N-(phenylmethyl)propenamide). The yield is 44.3%. As a reaction SMILES: [C:1]([OH:11])(=O)[C:2]([C:4]1[CH:9]=[CH:8][CH:7]=[CH:6][CH:5]=1)=[CH2:3].CN1CCOCC1.C(OC(Cl)=O)C(C)C.[CH2:27]([NH2:34])[C:28]1[CH:33]=[CH:32][CH:31]=[CH:30][CH:29]=1>O1CCCC1.CCOCC>[C:4]1([C:2](=[CH2:3])[C:1]([NH:34][CH2:27][C:28]2[CH:33]=[CH:32][CH:31]=[CH:30][CH:29]=2)=[O:11])[CH:5]=[CH:6][CH:7]=[CH:8][CH:9]=1. Procedure: A stirred solution of atropic acid (10.3 g, 69.5 mmol) in dry tetrahydrofuran (100 ml) was treated under nitrogen with N-methylmorpholine (7.7 ml, 70.0 mmol), cooled to -10°, treated dropwise with iso-butylchloroformate (9 ml, 69.4 mmol), treated dropwise with benzylamine (7.6 ml, 69.6 mmol), warmed to room temperature over 1 hour, filtered and evaporated in vacuo to give a yellow oil which was dissolved in ether (100 ml). The solution was washed with 0.1N-HCl (200 ml) , brine (100 ml), 0.1N-NaO... Reactants: CO, Cl, COC(=O)c1cc(NC(C)C)c(C(N)=O)cc1C, [Na+], [OH-]. The product is Cc1cc(C(N)=O)c(NC(C)C)cc1C(=O)O. As a reaction SMILES: [CH3:22][OH:23].[ClH:21].[NH2:1][C:2](=[O:3])[c:4]1[cH:5][c:6]([CH3:18])[c:7]([C:8](=[O:9])[O:10][CH3:11])[cH:12][c:13]1[NH:14][CH:15]([CH3:16])[CH3:17].[Na+:20].[OH-:19]>>[NH2:1][C:2](=[O:3])[c:4]1[cH:5][c:6]([CH3:18])[c:7]([C:8](=[O:9])[OH:10])[cH:12][c:13]1[NH:14][CH:15]([CH3:16])[CH3:17]. Starting materials: C1COCCN1, CO, ClC(Cl)Cl, CC(NC(=O)Cc1cccc([N+](=O)[O-])c1)C(=O)O, CC(OC(C)(C)C)C(N)C(=O)N1CCOCC1. Product: CC(NC(=O)Cc1cccc([N+](=O)[O-])c1)C(=O)NC(C(=O)N1CCOCC1)C(C)OC(C)(C)C. As a reaction SMILES: [CH2:36]1[NH:37][CH2:38][CH2:39][O:40][CH2:41]1.[CH3:46][OH:47].[Cl:42][CH:43]([Cl:44])[Cl:45].[N+:1](=[O:2])([O-:3])[c:4]1[cH:5][c:6]([CH2:10][C:11](=[O:12])[NH:13][CH:14]([CH3:15])[C:16](=[O:17])[OH:18])[cH:7][cH:8][cH:9]1.[NH2:19][CH:20]([C:21](=[O:22])[N:23]1[CH2:24][CH2:25][O:26][CH2:27][CH2:28]1)[CH:29]([CH3:30])[O:31][C:32]([CH3:33])([CH3:34])[CH3:35]>>[N+:1](=[O:2])([O-:3])[c:4]1[cH:5][c:6]([CH2:10][C:11](=[O:12])[NH:13][CH:14]([CH3:15])[C:16](=[O:18])[NH:19][CH:20]([C:21](=[O:22])[N:23]2[CH2:24][CH2:25][O:26][CH2:27][CH2:28]2)[CH:29]([CH3:30])[O:31][C:32]([CH3:33])([CH3:34])[CH3:35])[cH:7][cH:8][cH:9]1. Starting materials: FC1=C(C(=O)N2C[C@H]3CCN(C[C@@H]23)C(=O)OC(C)(C)C)C(=CC=C1)N1N=CC=N1 ((1S,6R)-tert-butyl 8-(2-fluoro-6-(2H-1,2,3-triazol-2-yl)benzoyl)-3,8-diazabicyclo[4.2.0]octane-3-carboxylate), C(=O)(C(F)(F)F)O (TFA). Run in C(Cl)Cl (CH2Cl2). The product is [C@H]12CNCC[C@@H]2CN1C(=O)C1=C(C=CC=C1N1N=CC=N1)F ((1S,6R)-3,8-Diazabicyclo[4.2.0]octan-8-yl(2-fluoro-6-(2H-1,2,3-triazol-2-yl)phenyl)methanone). RXN SMILES: [F:1][C:2]1[CH:24]=[CH:23][CH:22]=[C:21]([N:25]2[N:29]=[CH:28][CH:27]=[N:26]2)[C:3]=1[C:4]([N:6]1[C@H:13]2[C@H:8]([CH2:9][CH2:10][N:11](C(OC(C)(C)C)=O)[CH2:12]2)[CH2:7]1)=[O:5].C(O)(C(F)(F)F)=O>C(Cl)Cl>[C@H:13]12[N:6]([C:4]([C:3]3[C:21]([N:25]4[N:26]=[CH:27][CH:28]=[N:29]4)=[CH:22][CH:23]=[CH:24][C:2]=3[F:1])=[O:5])[CH2:7][C@H:8]1[CH2:9][CH2:10][NH:11][CH2:12]2. Procedure: To (1S,6R)-tert-butyl 8-(2-fluoro-6-(2H-1,2,3-triazol-2-yl)benzoyl)-3,8-diazabicyclo[4.2.0]octane-3-carboxylate (400 mg, 1.0 mmol) in CH2Cl2 (5 mL) was added TFA (5 mL). After the reaction was judged complete, the volatiles were removed under reduced pressure. The resulting residue was neutralized using 5% Na2CO3(aq) followed by extraction with CH2Cl2 (3×). The combined organics were dried (Na2SO4) and concentrated to give the title compound as an oil that was used without further purification.